This data is from the Open Reaction Database (ORD), a public repository of structured organic reaction records. The task is: describe an organic reaction: reactants, conditions, products, and yield The reactants are C1(CCCCC1)C=1N(C=C(N1)C)C1=C(C=CC(=C1)F)[N+](=O)[O-] (2-(2-Cyclohexyl-4-methyl-imidazol-1-yl)-4-fluoro-nitrobenzene), [H][H] (hydrogen). The reagents and catalysts are [Ni] (Raney-Nickel). The solvent is C(C)O (ethanol). Conditions: temperature 42.5 celsius. The product is C1(CCCCC1)C=1N(C=C(N1)C)C1=C(N)C=CC(=C1)F (2-(2-Cyclohexyl-4-methyl-imidazol-1-yl)-4-fluoro-aniline). RXN SMILES: [CH:1]1([C:7]2[N:8]([C:13]3[CH:18]=[C:17]([F:19])[CH:16]=[CH:15][C:14]=3[N+:20]([O-])=O)[CH:9]=[C:10]([CH3:12])[N:11]=2)[CH2:6][CH2:5][CH2:4][CH2:3][CH2:2]1.[H][H]>C(O)C.[Ni]>[CH:1]1([C:7]2[N:8]([C:13]3[CH:18]=[C:17]([F:19])[CH:16]=[CH:15][C:14]=3[NH2:20])[CH:9]=[C:10]([CH3:12])[N:11]=2)[CH2:2][CH2:3][CH2:4][CH2:5][CH2:6]1. Procedure: 3.03 g 2-(2-Cyclohexyl-4-methyl-imidazol-1-yl)-4-fluoro-nitrobenzene (10 mmol) were dissolved in 50 ml ethanol, 0.5 g Raney-Nickel was added and the mixture was heated 5 hours in a closed vessel at 40-45° C. and 10 bar hydrogen. After cooling the catalyst was removed and the filtrate was distilled to dryness.